Dataset: the Open Reaction Database (ORD), a public repository of structured organic reaction records. Task: describe an organic reaction: reactants, conditions, products, and yield Reactants: C1(=CC=CC=C1)CC[C@@H](CC[C@H]1[C@@H](C[C@@H]2OC(C[C@@H]21)=O)OC2OCCCC2)OC2OCCCC2 ((3aR,4R,5R,6aS)-4-((3R)-5-phenyl-3-((tetrahydro-2H-pyran-2-yl)oxy)pentyl)-5-((tetrahydro-2H-pyran-2-yl)oxy)hexahydro-2H-cyclopenta[b]furan-2-one), CC(C)C[AlH]CC(C)C (DIBAL). Solvent: C1(=CC=CC=C1)C (toluene). Conditions: temperature -70 celsius, time 30 minute. The product is C1(=CC=CC=C1)CC[C@@H](CC[C@H]1[C@@H](C[C@@H]2OC(C[C@@H]21)O)OC2OCCCC2)OC2OCCCC2 ((3aR,4R,5R,6aS)-4-((3R)-5-phenyl-3-((tetrahydro-2H-pyran-2-yl)oxy)pentyl)-5-((tetrahydro-2H-pyran-2-yl)oxy)hexahydro-2H-cyclopenta[b]furan-2-ol). Isolated yield 135.6%. Reaction SMILES: [C:1]1([CH2:7][CH2:8][C@H:9]([O:28][CH:29]2[CH2:34][CH2:33][CH2:32][CH2:31][O:30]2)[CH2:10][CH2:11][C@@H:12]2[C@@H:19]3[C@@H:15]([O:16][C:17](=[O:20])[CH2:18]3)[CH2:14][C@H:13]2[O:21][CH:22]2[CH2:27][CH2:26][CH2:25][CH2:24][O:23]2)[CH:6]=[CH:5][CH:4]=[CH:3][CH:2]=1.CC(C[AlH]CC(C)C)C>C1(C)C=CC=CC=1>[C:1]1([CH2:7][CH2:8][C@H:9]([O:28][CH:29]2[CH2:34][CH2:33][CH2:32][CH2:31][O:30]2)[CH2:10][CH2:11][C@@H:12]2[C@@H:19]3[C@@H:15]([O:16][CH:17]([OH:20])[CH2:18]3)[CH2:14][C@H:13]2[O:21][CH:22]2[CH2:27][CH2:26][CH2:25][CH2:24][O:23]2)[CH:2]=[CH:3][CH:4]=[CH:5][CH:6]=1. Procedure: (3aR,4R,5R,6aS)-4-((3R)-5-phenyl-3-((tetrahydro-2H-pyran-2-yl)oxy)pentyl)-5-((tetrahydro-2H-pyran-2-yl)oxy)hexahydro-2H-cyclopenta[b]furan-2-one (22.0 g, 46.6 mmol) was dissolved in toluene (200 mL), followed by cooling to −70° C., and DIBAL (1.0M in hexane, 60 mL, 60.0 mmol) was added dropwisely. Then the reaction was quenched by adding saturated aqueous solution of ammonium chloride (10 mL) at −70° C. The resulting mixture was poured into 200 mL of a 2M sodium bisulfate aqueous solution at roo... Reactants: CCOC(=O)C(NC(=O)OC(C)(C)C)C1C(CN=[N+]=[N-])C1C(=O)OCC, CCOC(C)=O, O=C(Cl)c1cccc(Cl)c1, O=[Pt]=O. Product: CCOC(=O)C(NC(=O)OC(C)(C)C)C1C(CNC(=O)c2cccc(Cl)c2)C1C(=O)OCC. As a reaction SMILES: [C:1]([CH3:2])([CH3:3])([CH3:4])[O:5][C:6](=[O:7])[NH:8][CH:9]([C:10](=[O:11])[O:12][CH2:13][CH3:14])[CH:15]1[CH:16]([C:22](=[O:23])[O:24][CH2:25][CH3:26])[CH:17]1[CH2:18][N:19]=[N+:20]=[N-:21].[CH2:37]([O:38][C:39](=[O:40])[CH3:41])[CH3:42].[Cl:27][c:28]1[cH:29][c:30]([C:31](=[O:32])[Cl:33])[cH:34][cH:35][cH:36]1.[Pt:43](=[O:44])=[O:45]>>[C:1]([CH3:2])([CH3:3])([CH3:4])[O:5][C:6](=[O:7])[NH:8][CH:9]([C:10](=[O:11])[O:12][CH2:13][CH3:14])[CH:15]1[CH:16]([C:22](=[O:23])[O:24][CH2:25][CH3:26])[CH:17]1[CH2:18][NH:19][C:31]([c:30]1[cH:29][c:28]([Cl:27])[cH:36][cH:35][cH:34]1)=[O:32]. The reactants are C[S-].[Na+] (sodium thiomethoxide), BrCCCOC1=CC(=C(C=C1)C(CC(=O)OC)CCCCC)OC (methyl 3-[4-(3-bromopropoxy)-2-methoxyphenyl]-octanoate), COCCCOC1=CC(=C(C=C1)C(CC(=O)O)CCCCC)OC (3-[4-(3-methoxypropoxy)-2-methoxyphenyl]octanoic acid). The solvent is CO (methanol), C(C)(=O)OCC (ethyl acetate). The product is CSCCCOC1=CC(=C(C=C1)C(CC(=O)OC)CCCCC)OC (methyl 3-[4-(3-methylthiopropoxy)-2-methoxyphenyl]octanoate). Yield: 83.0%. Reaction SMILES: [CH3:1][S-:2].[Na+].Br[CH2:5][CH2:6][CH2:7][O:8][C:9]1[CH:14]=[CH:13][C:12]([CH:15]([CH2:21][CH2:22][CH2:23][CH2:24][CH3:25])[CH2:16][C:17]([O:19][CH3:20])=[O:18])=[C:11]([O:26][CH3:27])[CH:10]=1.COCCCOC1C=CC(C(CCCCC)CC(O)=O)=C(OC)C=1>CO.C(OCC)(=O)C>[CH3:1][S:2][CH2:5][CH2:6][CH2:7][O:8][C:9]1[CH:14]=[CH:13][C:12]([CH:15]([CH2:21][CH2:22][CH2:23][CH2:24][CH3:25])[CH2:16][C:17]([O:19][CH3:20])=[O:18])=[C:11]([O:26][CH3:27])[CH:10]=1 |f:0.1|. Reported procedure: 200 mg (2.85 mmol) of sodium thiomethoxide were added to a solution of 278 mg (0.69 mmol) of methyl 3-[4-(3-bromopropoxy)-2-methoxyphenyl]-octanoate, which was a synthetic intermediate of the compound of Preparation 50A, in 6 ml of methanol, and the resulting mixture was stirred for 1 hour. The reaction mixture was then diluted with ethyl acetate, and the diluted solution was washed several times with water and once with a saturated aqueous solution of sodium chloride, after which it was dried o... Starting materials: CN(CCCN=C=NCC)C (N-(3-dimethylaminopropyl)-N′-ethylcarbodiimide), OC1=CC=CC=2NN=NC21 (hydroxybenzotriazole), C(C)(C)(C)OC(C(C)(C)SC=1SC=C(N1)CC(=O)O)=O ({2-[(2-tert-Butoxy-1,1-dimethyl-2-oxoethyl)thio]-1,3-thiazol-4-yl}acetic acid), C(CCCCCC)N (heptylamine). The solvent is ClCCl (dichloromethane), O (Water). Conditions: time 5 hour. Product: C(C)(C)(C)OC(C(C)(C)SC=1SC=C(N1)CC(=O)NCCCCCCC)=O (2-({4-[2-(heptylamino)-2-oxoethyl]-1,3-thiazol-2-yl}thio)-2-methylpropionic acid tert-butyl ester). Yield: 91.9%. RXN SMILES: [C:1]([O:5][C:6](=[O:20])[C:7]([S:10][C:11]1[S:12][CH:13]=[C:14]([CH2:16][C:17]([OH:19])=O)[N:15]=1)([CH3:9])[CH3:8])([CH3:4])([CH3:3])[CH3:2].[CH2:21]([NH2:28])[CH2:22][CH2:23][CH2:24][CH2:25][CH2:26][CH3:27].CN(C)CCCN=C=NCC.OC1C2N=NNC=2C=CC=1>ClCCl.O>[C:1]([O:5][C:6](=[O:20])[C:7]([S:10][C:11]1[S:12][CH:13]=[C:14]([CH2:16][C:17]([NH:28][CH2:21][CH2:22][CH2:23][CH2:24][CH2:25][CH2:26][CH3:27])=[O:19])[N:15]=1)([CH3:8])[CH3:9])([CH3:2])([CH3:3])[CH3:4]. Procedure: {2-[(2-tert-Butoxy-1,1-dimethyl-2-oxoethyl)thio]-1,3-thiazol-4-yl}acetic acid (25.0 g) synthesized in Example 3 and heptylamine (10.0 g) were dissolved in dichloromethane (250 mL), N-(3-dimethylaminopropyl)-N′-ethylcarbodiimide (EDC) hydrochloride (18.0 g) and hydroxybenzotriazole (HOBT) monohydrate (16.6 g) were successively added thereto, and the mixture was stirred at room temperature for 5 hr. Water was added to the reaction mixture, and the mixture was extracted with dichloromethane. The or... Starting materials: CN1CCOCC1 (N-methylmorpholine), FC(C(=O)O)(F)F.C(C)C(N)B1OC(C(O1)(C)C)(C)C (α-(RS)-ethyl-4,4,5,5-tetramethyl-1,3,2-dioxaborolane-2-methylamine trifluoroacetate), C(C)(C)(C)OC(=O)CCC(=O)N[C@@H](CC(OC(C)(C)C)=O)C(=O)N[C@@H](CCC(OC(C)(C)C)=O)C(=O)N[C@@H](CC1=C(C=CC=C1)C)C(=O)N[C@@H](C(C)(C)C)C(=O)N[C@@H](CC(C)C)C(=O)O (N-[N-[N-[N-[N-[3-(tert-butoxycarbonyl)propionyl]-O-tert-butyl-L-α-aspartyl]-O-tert-butyl-L-α-glutamyl]-2-methyl-L-phenylalanyl]-3-methyl-L-valyl]-L-leucine), ClC(=O)OCC(C)C (isobutyl chloroformate). Solvent: CN(C=O)C (dimethylformamide), ClCCl (dichloromethane). Conditions: temperature -15 celsius, time 10 minute. The product is CC1(OB(OC1(C)C)C(CC)NC([C@@H](N)CC(C)C)=O)C (N1-[1(RS)-(4,4,5,5-tetramethyl-1,3,2-dioxaborolan-2-yl)propyl]-L-leucinamide). Reaction SMILES: C(OC(CCC(N[C@H](C(N[C@H](C([NH:37][C@H:38]([C:47]([NH:49][C@H:50](C(N[C@H](C(O)=O)CC(C)C)=O)[C:51]([CH3:54])(C)C)=[O:48])[CH2:39][C:40]1[CH:45]=CC=C[C:41]=1C)=O)CCC(=O)OC(C)(C)C)=O)CC(=O)OC(C)(C)C)=O)=O)(C)(C)C.CN1CCOCC1.ClC(OCC(C)C)=O.FC(F)(F)C(O)=O.C(C([B:92]1[O:96][C:95]([CH3:98])([CH3:97])[C:94]([CH3:100])([CH3:99])[O:93]1)N)C>CN(C)C=O.ClCCl>[CH3:99][C:94]1([CH3:100])[C:95]([CH3:98])([CH3:97])[O:96][B:92]([CH:50]([NH:49][C:47](=[O:48])[C@H:38]([CH2:39][CH:40]([CH3:41])[CH3:45])[NH2:37])[CH2:51][CH3:54])[O:93]1 |f:3.4|. Procedure: 0.25 g (0.27 mmol) of N-[N-[N-[N-[N-[3-(tert-butoxycarbonyl)propionyl]-O-tert-butyl-L-α-aspartyl]-O-tert-butyl-L-α-glutamyl]-2-methyl-L-phenylalanyl]-3-methyl-L-valyl]-L-leucine was dissolved in 2 ml of dimethylformamide and 5 ml of dichloromethane. 0.15 ml (1.6 mmol) of N-methylmorpholine was added and the solution was cooled to -15° C. under a nitrogen atmosphere. 50 mg (0.38 mmol) of isobutyl chloroformate were added and the solution was stirred for 10 minutes at -15° C. 0.1 g (0.33 mmol) of ... Starting materials: S1C2=C(C(=C1)C=O)C=CC=C2 (Benzo[b]thiophene-3-carbaldehyde), [Cl-].[NH4+] (ammonium chloride), C(C)(C)NC(C)C (diisopropylamine), C(CCC)[Li] (n-butyllithium), C(C)#N (acetonitrile). Run in O1CCCC1 (tetrahydrofuran), O1CCCC1 (tetrahydrofuran). Conditions: temperature -78 celsius, time 10 minute. Yields the product S1C2=C(C(=C1)C(CC#N)O)C=CC=C2 (3-Benzo[b]thiophen-3-yl-3-hydroxy-propionitrile). Isolated yield 98.7%. Reaction SMILES: C(NC(C)C)(C)C.C([Li])CCC.[C:13](#[N:15])[CH3:14].[S:16]1[CH:20]=[C:19]([CH:21]=[O:22])[C:18]2[CH:23]=[CH:24][CH:25]=[CH:26][C:17]1=2.[Cl-].[NH4+]>O1CCCC1>[S:16]1[CH:20]=[C:19]([CH:21]([OH:22])[CH2:14][C:13]#[N:15])[C:18]2[CH:23]=[CH:24][CH:25]=[CH:26][C:17]1=2 |f:4.5|. Reported procedure: To a stirring solution of diisopropylamine (0.93 mL, 6.58 mmol) in tetrahydrofuran (8 mL) at −78° C. under nitrogen was added a solution of n-butyllithium (2.75 mL, 6.88 mmol, 2.5 M in hexane). After the addition was complete, the mixture was stirred at −78° C. for 10 minutes and removed cooling bath for 5 minutes. The mixture was cooled back to −78° C., acetonitrile (0.31 mL, 5.98 mmol) was added and the reaction mixture was then stirred at −78° C. for 30 minutes. Benzo[b]thiophene-3-carbaldehy...